Dataset: the Open Reaction Database (ORD), a public repository of structured organic reaction records. Task: describe an organic reaction: reactants, conditions, products, and yield The reactants are C=O, CN(C)C(=O)N(N)c1ccc(F)c(Cl)c1, c1ccccc1. Yields the product C=NN(C(=O)N(C)C)c1ccc(F)c(Cl)c1. RXN SMILES: [CH2:16]=[O:17].[Cl:1][c:2]1[cH:3][c:4]([N:9]([NH2:10])[C:11](=[O:12])[N:13]([CH3:14])[CH3:15])[cH:5][cH:6][c:7]1[F:8].[cH:18]1[cH:19][cH:20][cH:21][cH:22][cH:23]1>>[Cl:1][c:2]1[cH:3][c:4]([N:9]([N:10]=[CH2:16])[C:11](=[O:12])[N:13]([CH3:14])[CH3:15])[cH:5][cH:6][c:7]1[F:8]. The reactants are C(CCC)(=O)C(C(=O)OCC)=CNC1=C(C=CC=C1)C(C)O (ethyl 2-butyryl-3-(2-(1-hydroxyethyl)-phenylamino)acrylate), N1=CC=CC=C1 (pyridine), C(C1=CC=CC=C1)(=O)Cl (benzoyl chloride). The solvent is ClCCl (dichloromethane), ClCCl (dichloromethane). Reaction conditions: time 2 hour. Yields the product C(CCC)(=O)C(C(=O)OCC)=CNC1=C(C=CC=C1)C(C)OC(C1=CC=CC=C1)=O (ethyl 2-butyryl-3-(2-(1-benzoyloxyethyl)phenylamino)acrylate). As a reaction SMILES: [C:1]([C:6](=[CH:12][NH:13][C:14]1[CH:19]=[CH:18][CH:17]=[CH:16][C:15]=1[CH:20]([OH:22])[CH3:21])[C:7]([O:9][CH2:10][CH3:11])=[O:8])(=[O:5])[CH2:2][CH2:3][CH3:4].N1C=CC=CC=1.[C:29](Cl)(=[O:36])[C:30]1[CH:35]=[CH:34][CH:33]=[CH:32][CH:31]=1>ClCCl>[C:1]([C:6](=[CH:12][NH:13][C:14]1[CH:19]=[CH:18][CH:17]=[CH:16][C:15]=1[CH:20]([O:22][C:29](=[O:36])[C:30]1[CH:35]=[CH:34][CH:33]=[CH:32][CH:31]=1)[CH3:21])[C:7]([O:9][CH2:10][CH3:11])=[O:8])(=[O:5])[CH2:2][CH2:3][CH3:4]. Procedure details: A solution of ethyl 2-butyryl-3-(2-(1-hydroxyethyl)-phenylamino)acrylate (63 g, 0.2 mol) and pyridine (50 ml) in dichloromethane (400 ml) were stirred at 0° C. and treated with benzoyl chloride (50 ml) in dichloromethane (100 ml) added at such a rate to keep the reaction temperature below 10° C. The cooling bath was removed and the mixture was stirred at ambient temperature for 2 hours. The solution was washed with 2M hydrochloric acid (x2), saturated sodium hydrogen carbonate solution, water an... The reactants are C(C)(=O)NC(C(=O)OCC)(C(=O)OCC)CC1=NC=CN=C1CCl (Diethyl 2-(acetylamino)-2-{[3-(chloromethyl)-2-pyrazinyl]methyl}malonate), [H-].[Na+] (NaH). Run at time 30 minute. The yield is 85.0%. The solvent is C1CCOC1 (THF). RXN SMILES: [C:1]([NH:4][C:5]([CH2:16][C:17]1[C:22]([CH2:23][Cl:24])=[N:21][CH:20]=[CH:19][N:18]=1)([C:11]([O:13][CH2:14][CH3:15])=[O:12])[C:6]([O:8][CH2:9][CH3:10])=[O:7])(=[O:3])[CH3:2].[H-].[Na+]>C1COCC1>[C:1]([N:4]1[C:5]([C:11]([O:13][CH2:14][CH3:15])=[O:12])([C:6]([O:8][CH2:9][CH3:10])=[O:7])[CH2:16][C:17]2[C:22](=[N:21][CH:20]=[CH:19][N:18]=2)[CH2:23]1)(=[O:3])[CH3:2].[ClH:24] |f:1.2|. Reported procedure: To a solution of 1b (1.1 g, 2.36 mmol) in 40 mL THF was added NaH (170 mg, 4.25 mmol, 60% oil dispersion) under N2 and the solution was stirred for 30 min. The reaction was carefully quenched with water and extracted from sat NaHCO33× with EtOAc. The organic layers were dried with MgSO4, filtered, concentrated, and chromatographed on SiO2 using 75% EtOAc in hexane to give 640 mg of 1c as an HCl salt (85% yield). MS found: (M+H)+=322. Product: C(C)(=O)N1CC2=NC=CN=C2CC1(C(=O)OCC)C(=O)OCC (Diethyl 6-acetyl-5,8-dihydropyrido[3,4-b]pyrazine-7,7(6H)-dicarboxylate), Cl (HCl). Starting materials: CN(C)CCCC1C2=C(C=CC3=C1C=C(C=C3)I)C=CC(=C2)I (N,N-Dimethyl-3-(3,7-diiodo-5H-dibenzo[a,d]cyclohepten-5-yl)propylamine), ClC(=O)OC=C (vinyl chloroformate). Run in C1=CC=CC=C1 (benzene), C1=CC=CC=C1 (benzene). Run at time 15 minute. Yields the product Cl.CNCCCC1C2=C(C=CC3=C1C=C(C=C3)I)C=CC(=C2)I (N-Methyl-3-(3,7-diiodo-5H-dibenzo[a,d]cyclohepten-5-yl)propylamine hydrochloride). As a reaction SMILES: [CH3:1][N:2]([CH2:4][CH2:5][CH2:6][CH:7]1[C:13]2[CH:14]=[C:15]([I:18])[CH:16]=[CH:17][C:12]=2[CH:11]=[CH:10][C:9]2[CH:19]=[CH:20][C:21]([I:23])=[CH:22][C:8]1=2)C.[Cl:24]C(OC=C)=O>C1C=CC=CC=1>[ClH:24].[CH3:1][NH:2][CH2:4][CH2:5][CH2:6][CH:7]1[C:8]2[CH:22]=[C:21]([I:23])[CH:20]=[CH:19][C:9]=2[CH:10]=[CH:11][C:12]2[CH:17]=[CH:16][C:15]([I:18])=[CH:14][C:13]1=2 |f:3.4|. Procedure details: N,N-Dimethyl-3-(3,7-diiodo-5H-dibenzo[a,d]cyclohepten-5-yl)propylamine (7.3 g., 0.014 mole) in 30 ml. of benzene is added dropwise to 1.6 g. (0.015 mole) of vinyl chloroformate in 25 ml. of benzene stirred in an ice bath. Upon completion of the addition, the mixture is stirred at 30° for 15 minutes, and at 50°, another 60 minutes. The clear, pale yellow supernatant is decanted from the residual gum, filtered, and evaporated in vacuo to a yellow oil. Reactants: BrC1=CC(=C(C(=O)OC)C=C1F)Cl (Methyl 4-bromo-2-chloro-5-fluorobenzoate), CN(C)C=O (DMF). The reagents and catalysts are C1(=CC=CC=C1)P([C-]1C=CC=C1)C1=CC=CC=C1.[C-]1(C=CC=C1)P(C1=CC=CC=C1)C1=CC=CC=C1.[Fe+2] (1,1′-bis(diphenylphosphino)ferrocene), C=1C=CC(=CC1)/C=C/C(=O)/C=C/C2=CC=CC=C2.C=1C=CC(=CC1)/C=C/C(=O)/C=C/C2=CC=CC=C2.C=1C=CC(=CC1)/C=C/C(=O)/C=C/C2=CC=CC=C2.[Pd].[Pd] (tris(dibenzylideneacetone)dipalladium(0)), C(C)(=O)[O-].[Zn+2].C(C)(=O)[O-] (zinc acetate), [C-]#N.[Zn+2].[C-]#N (zinc cyanide), [Zn] (zinc). Conditions: temperature 90 celsius. Product: ClC1=C(C(=O)OC)C=C(C(=C1)C#N)F (Methyl 2-chloro-4-cyano-5-fluorobenzoate). As a reaction SMILES: Br[C:2]1[C:11]([F:12])=[CH:10][C:5]([C:6]([O:8][CH3:9])=[O:7])=[C:4]([Cl:13])[CH:3]=1.[CH3:14][N:15](C=O)C>[C-]#N.[Zn+2].[C-]#N.C1C=CC(/C=C/C(/C=C/C2C=CC=CC=2)=O)=CC=1.C1C=CC(/C=C/C(/C=C/C2C=CC=CC=2)=O)=CC=1.C1C=CC(/C=C/C(/C=C/C2C=CC=CC=2)=O)=CC=1.[Pd].[Pd].C1(P(C2C=CC=CC=2)[C-]2C=CC=C2)C=CC=CC=1.[C-]1(P(C2C=CC=CC=2)C2C=CC=CC=2)C=CC=C1.[Fe+2].[Zn].C([O-])(=O)C.[Zn+2].C([O-])(=O)C>[Cl:13][C:4]1[CH:3]=[C:2]([C:14]#[N:15])[C:11]([F:12])=[CH:10][C:5]=1[C:6]([O:8][CH3:9])=[O:7] |f:2.3.4,5.6.7.8.9,10.11.12,14.15.16|. Reported procedure: Methyl 4-bromo-2-chloro-5-fluorobenzoate (1.80 g; 6.73 mmol; 1 eq.), zinc cyanide (474.13 mg; 4.04 mmol; 0.60 eq.), tris(dibenzylideneacetone)dipalladium(0) (49.30 mg; 0.05 mmol; 0.01 eq.), 1,1′-bis(diphenylphosphino)ferrocene (59.69 mg; 0.11 mmol; 0.02 eq.), zinc (17.60 mg; 0.27 mmol; 0.04 eq.) and zinc acetate (49.39 mg; 0.27 mmol; 0.04 eq.) were put in dry DMF (18 mL). The reaction mixture was purged with N2 and then heated to 90° C. for 12 hours. The reaction mixture was cooled to RT, filter... The reactants are OC1=CC=C(C(=O)N(C2=C(C=CC(=C2)OC)C2CC=3C=CC(=CC3CC2)OC(C(C)(C)C)=O)C(C)C)C=C1 (pivalic acid 6-{2-[(4-hydroxybenzoyl)isopropylamino]-4-methoxyphenyl}-5,6,7,8-tetrahydronaphthalen-2-yl ester), ClCC(=O)N1CCCCC1 (2-chloro-1-piperidin-1-ylethanone). Yields the product C(C)(C)N(C1=C(C=CC(=C1)OC)C1CC=2C=CC(=CC2CC1)O)CC1=CC=C(C=C1)OCCN1CCCCC1 (6-{2-{Isopropyl[4-(2-piperidin-1-ylethoxy)benzyl]amino}-4-methoxyphenyl}-5,6,7,8-tetrahydronaphthalen-2-ol). Isolated yield 78.0%. Reaction SMILES: [OH:1][C:2]1[CH:38]=[CH:37][C:5]([C:6]([N:8]([CH:34]([CH3:36])[CH3:35])[C:9]2[CH:14]=[C:13]([O:15][CH3:16])[CH:12]=[CH:11][C:10]=2[CH:17]2[CH2:26][CH2:25][C:24]3[CH:23]=[C:22]([O:27]C(=O)C(C)(C)C)[CH:21]=[CH:20][C:19]=3[CH2:18]2)=O)=[CH:4][CH:3]=1.Cl[CH2:40][C:41]([N:43]1[CH2:48][CH2:47][CH2:46][CH2:45][CH2:44]1)=O>>[CH:34]([N:8]([CH2:6][C:5]1[CH:4]=[CH:3][C:2]([O:1][CH2:40][CH2:41][N:43]2[CH2:48][CH2:47][CH2:46][CH2:45][CH2:44]2)=[CH:38][CH:37]=1)[C:9]1[CH:14]=[C:13]([O:15][CH3:16])[CH:12]=[CH:11][C:10]=1[CH:17]1[CH2:26][CH2:25][C:24]2[CH:23]=[C:22]([OH:27])[CH:21]=[CH:20][C:19]=2[CH2:18]1)([CH3:36])[CH3:35]. Reported procedure: Synthesized from pivalic acid 6-{2-[(4-hydroxybenzoyl)isopropylamino]-4-methoxyphenyl}-5,6,7,8-tetrahydronaphthalen-2-yl ester (30 mg) and 2-chloro-1-piperidin-1-ylethanone (19 mg) according to an analogous synthetic method to Example 404 and purified by LC-MS, the title compound (24 mg) was obtained.